Dataset: the Open Reaction Database (ORD), a public repository of structured organic reaction records. Task: describe an organic reaction: reactants, conditions, products, and yield Starting materials: C(C=C)OC1=C(C=C(C(=N)NO)C=C1C)C (4-allyloxy-N-hydroxy-3,5-dimethyl-benzamidine), hydroxyamidine, OC1=CC=C(C#N)C=C1 (4-hydroxy-benzonitrile), nitrile. Product: C(C=C)OC1=CC=C(C(=N)NO)C=C1 (4-Allyloxy-N-hydroxy-benzamidine). Reaction SMILES: [CH2:1]([O:4][C:5]1[C:14](C)=[CH:13][C:8]([C:9]([NH:11][OH:12])=[NH:10])=[CH:7][C:6]=1C)[CH:2]=[CH2:3].OC1C=CC(C#N)=CC=1>>[CH2:1]([O:4][C:5]1[CH:14]=[CH:13][C:8]([C:9]([NH:11][OH:12])=[NH:10])=[CH:7][CH:6]=1)[CH:2]=[CH2:3]. Reported procedure: The title compound is prepared in analogy to 4-allyloxy-N-hydroxy-3,5-dimethyl-benzamidine by allylating commercially available 4-hydroxy-benzonitrile followed by transforming the nitrile to the hydroxyamidine; LC-MS: tR=0.59 min, [M+1]+=193.58.